This data is from the Open Reaction Database (ORD), a public repository of structured organic reaction records. The task is: describe an organic reaction: reactants, conditions, products, and yield The reactants are [H-].C(C(C)C)[Al+]CC(C)C (Diisobutylaluminum hydride), solution, C(C)OC(C(C(=O)OCC)CC)=O (2-ethyl-malonic acid diethyl ester), FC1=CC=C(CN)C=C1 (4-fluorobenzylamine), C(#N)[BH3-].[Na+] (sodium cyanoborohydride). The solvent is C(C)O (ethanol), C1(=CC=CC=C1)C (toluene), ClCCl (dichloromethane), C(C)(=O)O (acetic acid). Conditions: temperature 25 celsius, time 3.5 hour. Yields the product C(C)OC(C(CC)CNCC1=CC=C(C=C1)F)=O (rac-2-[(4-fluoro-benzylamino)-methyl]-butyric acid ethyl ester). The yield is 21.8%. As a reaction SMILES: [H-].C([Al+]CC(C)C)C(C)C.C(O[C:14](=O)[CH:15]([CH2:21][CH3:22])[C:16]([O:18][CH2:19][CH3:20])=[O:17])C.[F:24][C:25]1[CH:32]=[CH:31][C:28]([CH2:29][NH2:30])=[CH:27][CH:26]=1.C([BH3-])#N.[Na+]>C1(C)C=CC=CC=1.ClCCl.C(O)C.C(O)(=O)C>[CH2:19]([O:18][C:16](=[O:17])[CH:15]([CH2:14][NH:30][CH2:29][C:28]1[CH:31]=[CH:32][C:25]([F:24])=[CH:26][CH:27]=1)[CH2:21][CH3:22])[CH3:20] |f:0.1,4.5|. Procedure details: Diisobutylaluminum hydride (38.4 mL of a 1.0 M solution in toluene, 38.4 mmol) was added over 5 min to a solution of 2-ethyl-malonic acid diethyl ester (3.50 g, 19.2 mmol) in dichloromethane (35 mL) at −78° C. The reaction mixture was stirred at that temperature for 3.5 h, and then was quenched with saturated aqueous ammonium chloride (35 mL). The cold bath was removed, 1.0 M aqueous hydrochloric acid solution (90 mL) and DL-tartaric acid (4.25 g) were added sequentially, and the mixture was all... Reactants: CCOC(=O)c1ccc2cc(Br)c(F)cc2n1, CCOC(C)=O, [K+], [K+], [K+], C1COCCO1, O, OB(O)c1ccc(O)cc1, O=P([O-])([O-])[O-], c1ccc(P(c2ccccc2)c2ccccc2)cc1. Product: CCOC(=O)c1ccc2cc(-c3ccc(O)cc3)c(F)cc2n1. As a reaction SMILES: [Br:1][c:2]1[cH:3][c:4]2[cH:5][cH:6][c:7]([C:13](=[O:14])[O:15][CH2:16][CH3:17])[n:8][c:9]2[cH:10][c:11]1[F:12].[CH3:55][CH2:56][O:57][C:58](=[O:59])[CH3:60].[K+:52].[K+:53].[K+:54].[O:62]1[CH2:63][CH2:64][O:65][CH2:66][CH2:67]1.[OH2:61].[OH:18][c:19]1[cH:20][cH:21][c:22]([B:25]([OH:26])[OH:27])[cH:23][cH:24]1.[P:47]([O-:48])([O-:49])([O-:50])=[O:51].[c:28]1([P:29]([c:30]2[cH:31][cH:32][cH:33][cH:34][cH:35]2)[c:36]2[cH:37][cH:38][cH:39][cH:40][cH:41]2)[cH:42][cH:43][cH:44][cH:45][cH:46]1>>[c:2]1(-[c:22]2[cH:21][cH:20][c:19]([OH:18])[cH:24][cH:23]2)[cH:3][c:4]2[cH:5][cH:6][c:7]([C:13](=[O:14])[O:15][CH2:16][CH3:17])[n:8][c:9]2[cH:10][c:11]1[F:12]. The reactants are ClC=1C=C(C(=O)OO)C=CC1 (m-chloroperoxybenzoic acid), ClC1=CC=C(C=C1)SCC#CCOC1=CC=CC=C1 (1-(4-chlorophenylthio)-4-phenoxybut-2-yne). Run in ClCCl (dichloromethane), ClCCl (dichloromethane). Reaction conditions: time 18 hour. Yields the product ClC1=CC=C(C=C1)S(=O)CC#CCOC1=CC=CC=C1 (1-(4-chlorophenylsulphinyl)-4-phenoxybut-2-yne). RXN SMILES: ClC1C=C(C=CC=1)C(OO)=[O:6].[Cl:12][C:13]1[CH:18]=[CH:17][C:16]([S:19][CH2:20][C:21]#[C:22][CH2:23][O:24][C:25]2[CH:30]=[CH:29][CH:28]=[CH:27][CH:26]=2)=[CH:15][CH:14]=1>ClCCl>[Cl:12][C:13]1[CH:18]=[CH:17][C:16]([S:19]([CH2:20][C:21]#[C:22][CH2:23][O:24][C:25]2[CH:26]=[CH:27][CH:28]=[CH:29][CH:30]=2)=[O:6])=[CH:15][CH:14]=1. Reported procedure: A solution of m-chloroperoxybenzoic acid (55% purity; 81 g) in dichloromethane (1400 ml) was added dropwise over 2.5 hours to a stirred, ice-cold solution of the crude 1-(4-chlorophenylthio)-4-phenoxybut-2-yne (74.5 g) in dichloromethane (600 ml), then the mixture was stirred at ambient temperature for 18 hours and filtered. The filtrate was washed with 5% aqueous sodium carbonate solution (3×750 ml) and water (3×500 ml) then dried (Na2SO4), and the solvent removed in vacuo. The residue was diss... The reactants are BrC=1C(=CC=2C(CCC(C2C1)(C)C)(C)C)OCCCCCCC (3-bromo-2-heptyloxy-5,6,7,8-tetrahydro-5,5,8,8-tetramethylnaphthalene), B(O)O (boronic acid). Yields the product C(CCCCCC)OC1=C(C=2C(CCC(C2C=C1)(C)C)(C)C)B(O)O (2-Heptyloxy-5,6,7,8-tetrahydro-5,5,8,8-tetramethylnaphthylboronic acid). RXN SMILES: Br[C:2]1[C:3]([O:16][CH2:17][CH2:18][CH2:19][CH2:20][CH2:21][CH2:22][CH3:23])=[CH:4][C:5]2[C:6]([CH3:15])([CH3:14])[CH2:7][CH2:8][C:9]([CH3:13])([CH3:12])[C:10]=2[CH:11]=1.[BH:24]([OH:26])[OH:25]>>[CH2:17]([O:16][C:3]1[CH:2]=[CH:11][C:10]2[C:9]([CH3:13])([CH3:12])[CH2:8][CH2:7][C:6]([CH3:15])([CH3:14])[C:5]=2[C:4]=1[B:24]([OH:26])[OH:25])[CH2:18][CH2:19][CH2:20][CH2:21][CH2:22][CH3:23]. Procedure: In a similar manner to Example 3(a), starting with 10 g (26.2 mmol) of 3-bromo-2-heptyloxy-5,6,7,8-tetrahydro-5,5,8,8-tetramethylnaphthalene, 6.1 g (67%) of the expected boronic acid are obtained, with a melting point of 102-3° C.